Dataset: the Open Reaction Database (ORD), a public repository of structured organic reaction records. Task: describe an organic reaction: reactants, conditions, products, and yield Starting materials: IC=1C=C(SC1I)C(=O)N (4,5-diiodothiophene-2-carboxamide), CN(C)C=O (DMF), N1=C(Cl)N=C(Cl)N=C1Cl (cyanuric chloride). Run in O (water). Reaction conditions: temperature 0 celsius, time 1 hour. The product is IC=1C=C(SC1I)C#N (4,5-Diiodothiophene-2-carbonitrile). Isolated yield 89.9%. As a reaction SMILES: [I:1][C:2]1[CH:3]=[C:4]([C:8]([NH2:10])=O)[S:5][C:6]=1[I:7].CN(C=O)C.N1C(Cl)=NC(Cl)=NC=1Cl>O>[I:1][C:2]1[CH:3]=[C:4]([C:8]#[N:10])[S:5][C:6]=1[I:7]. Procedure details: An oven-dried round-bottomed flask was charged with 4,5-diiodothiophene-2-carboxamide (5.68 g, 15.0 mmol) and 20 mL of DMF under an argon atmosphere. The solution was cooled on an ice-water bath, and cyanuric chloride (1.81 g, 9.8 mmol) was then added in one portion. After stirring at 0° C. for 1 h, the reaction mixture was warmed to room temperature, and stirred for a further 3 h. 100 mL of water was added. A white solid was formed, which was collected through suction filtration, washed with wa... The product is COC(=O)C=1C(=CC=CC1)C1=CC=C(C=C1)C1=C(C(=NO1)C)NC(=O)OC(C)C1=C(C=CC=C1)Cl (4′-{4-[1-(2-chloro-phenyl)-ethoxycarbonylamino]-3-methyl-isoxazol-5-yl}-biphenyl-2-carboxylic acid methyl ester). Reported procedure: {3-Methyl-5-[4-(4,4,5,5-tetramethyl-[1,3,2]dioxaborolan-2-yl)-phenyl]-isoxazol-4-yl}-carbamic acid 1-(2-chloro-phenyl)-ethyl ester, methyl 2-bromobenzoate, and bis(triphenylphosphine)palladium(II) dichloride were reacted as described in Example 17, Step 2 to provide 4′-{4-[1-(2-chloro-phenyl)-ethoxycarbonylamino]-3-methyl-isoxazol-5-yl}-biphenyl-2-carboxylic acid methyl ester. Reactants: ClC1=C(C=CC=C1)C(C)OC(NC=1C(=NOC1C1=CC=C(C=C1)B1OC(C(O1)(C)C)(C)C)C)=O ({3-Methyl-5-[4-(4,4,5,5-tetramethyl-[1,3,2]dioxaborolan-2-yl)-phenyl]-isoxazol-4-yl}-carbamic acid 1-(2-chloro-phenyl)-ethyl ester), BrC1=C(C(=O)OC)C=CC=C1 (methyl 2-bromobenzoate). The reagents and catalysts are Cl[Pd]([P](C1=CC=CC=C1)(C2=CC=CC=C2)C3=CC=CC=C3)([P](C4=CC=CC=C4)(C5=CC=CC=C5)C6=CC=CC=C6)Cl (bis(triphenylphosphine)palladium(II) dichloride). Reaction SMILES: [Cl:1][C:2]1[CH:7]=[CH:6][CH:5]=[CH:4][C:3]=1[CH:8]([O:10][C:11](=[O:34])[NH:12][C:13]1[C:14]([CH3:33])=[N:15][O:16][C:17]=1[C:18]1[CH:23]=[CH:22][C:21](B2OC(C)(C)C(C)(C)O2)=[CH:20][CH:19]=1)[CH3:9].Br[C:36]1[CH:45]=[CH:44][CH:43]=[CH:42][C:37]=1[C:38]([O:40][CH3:41])=[O:39]>Cl[Pd](Cl)([P](C1C=CC=CC=1)(C1C=CC=CC=1)C1C=CC=CC=1)[P](C1C=CC=CC=1)(C1C=CC=CC=1)C1C=CC=CC=1>[CH3:41][O:40][C:38]([C:37]1[C:36]([C:21]2[CH:20]=[CH:19][C:18]([C:17]3[O:16][N:15]=[C:14]([CH3:33])[C:13]=3[NH:12][C:11]([O:10][CH:8]([C:3]3[CH:4]=[CH:5][CH:6]=[CH:7][C:2]=3[Cl:1])[CH3:9])=[O:34])=[CH:23][CH:22]=2)=[CH:45][CH:44]=[CH:43][CH:42]=1)=[O:39] |^1:48,67|. Reactants: CCc1nc2c(cnn2CC)c(NC2CCOCC2)c1CNC(=O)c1cccc(C(=O)NCc2ccc(C#N)c(-c3cccc(C=O)c3)c2)c1, CC(=O)O[BH-](OC(C)=O)OC(C)=O, CC(=O)O, CN1CCCNCC1, ClCCl, [Na+]. Product: CCc1nc2c(cnn2CC)c(NC2CCOCC2)c1CNC(=O)c1cccc(C(=O)NCc2ccc(C#N)c(-c3cccc(CN4CCCN(C)CC4)c3)c2)c1. Reaction SMILES: [C:1](#[N:2])[c:3]1[cH:4][cH:5][c:6]([CH2:17][NH:18][C:19](=[O:20])[c:21]2[cH:22][c:23]([C:27](=[O:28])[NH:29][CH2:30][c:31]3[c:32]([NH:44][CH:45]4[CH2:46][CH2:47][O:48][CH2:49][CH2:50]4)[c:33]4[c:34]([n:35][c:36]3[CH2:37][CH3:38])[n:39]([CH2:42][CH3:43])[n:40][cH:41]4)[cH:24][cH:25][cH:26]2)[cH:7][c:8]1-[c:9]1[cH:10][c:11]([CH:15]=[O:16])[cH:12][cH:13][cH:14]1.[C:59]([O:60][BH-:61]([O:62][C:63](=[O:64])[CH3:65])[O:66][C:67](=[O:68])[CH3:69])(=[O:70])[CH3:71].[C:73]([OH:74])(=[O:75])[CH3:76].[CH3:51][N:52]1[CH2:53][CH2:54][NH:55][CH2:56][CH2:57][CH2:58]1.[Cl:77][CH2:78][Cl:79].[Na+:72]>>[C:1](#[N:2])[c:3]1[cH:4][cH:5][c:6]([CH2:17][NH:18][C:19](=[O:20])[c:21]2[cH:22][c:23]([C:27](=[O:28])[NH:29][CH2:30][c:31]3[c:32]([NH:44][CH:45]4[CH2:46][CH2:47][O:48][CH2:49][CH2:50]4)[c:33]4[c:34]([n:35][c:36]3[CH2:37][CH3:38])[n:39]([CH2:42][CH3:43])[n:40][cH:41]4)[cH:24][cH:25][cH:26]2)[cH:7][c:8]1-[c:9]1[cH:10][c:11]([CH2:15][N:55]2[CH2:54][CH2:53][N:52]([CH3:51])[CH2:58][CH2:57][CH2:56]2)[cH:12][cH:13][cH:14]1.